This data is from the Open Reaction Database (ORD), a public repository of structured organic reaction records. The task is: describe an organic reaction: reactants, conditions, products, and yield Starting materials: BrB(Br)Br, COCC(C1CC1)n1cc(Cl)nc(Nc2cc(C)c(OC(F)F)nc2C)c1=O, ClCCl. Product: Cc1cc(Nc2nc(Cl)cn(C(CO)C3CC3)c2=O)c(C)nc1OC(F)F. Reaction SMILES: [B:29]([Br:30])([Br:31])[Br:32].[Cl:1][c:2]1[n:3][c:4]([NH:16][c:17]2[c:18]([CH3:28])[n:19][c:20]([O:24][CH:25]([F:26])[F:27])[c:21]([CH3:23])[cH:22]2)[c:5](=[O:15])[n:6]([CH:8]([CH2:9][O:10][CH3:11])[CH:12]2[CH2:13][CH2:14]2)[cH:7]1.[Cl:33][CH2:34][Cl:35]>>[Cl:1][c:2]1[n:3][c:4]([NH:16][c:17]2[c:18]([CH3:28])[n:19][c:20]([O:24][CH:25]([F:26])[F:27])[c:21]([CH3:23])[cH:22]2)[c:5](=[O:15])[n:6]([CH:8]([CH2:9][OH:10])[CH:12]2[CH2:13][CH2:14]2)[cH:7]1. Reactants: compound C, N(N)C1=CC=C(C(=O)O)C=C1 (4-hydrazinobenzoic acid), COC=1C=C(C=CC1OC)C1=NN(C([C@H]2CCCC[C@@H]12)=O)CCO ((cis)-4-(3,4-Dimethoxyphenyl)-2-(2-hydroxy-1-ethyl)-4a,5,6,7,8,8a-hexahydro-2H-phthalazin-1-one). Product: COC=1C=C(C=CC1OC)C1=NN(C([C@H]2CC=CC[C@@H]12)=O)C1=CC=C(C(=O)O)C=C1 ((cis)-4-(4-(3,4-Dimethoxyphenyl)-1-oxo-4a,5,8,8a-tetrahydro-1H-phthalazin-2-yl)benzoic acid). RXN SMILES: [NH:1]([C:3]1[CH:11]=[CH:10][C:6]([C:7]([OH:9])=[O:8])=[CH:5][CH:4]=1)[NH2:2].[CH3:12][O:13][C:14]1[CH:15]=[C:16]([C:22]2[C@H:31]3[C@H:26]([CH2:27][CH2:28][CH2:29][CH2:30]3)[C:25](=[O:32])N(CCO)N=2)[CH:17]=[CH:18][C:19]=1[O:20][CH3:21]>>[CH3:12][O:13][C:14]1[CH:15]=[C:16]([C:22]2[C@H:31]3[C@H:26]([CH2:27][CH:28]=[CH:29][CH2:30]3)[C:25](=[O:32])[N:1]([C:3]3[CH:4]=[CH:5][C:6]([C:7]([OH:9])=[O:8])=[CH:10][CH:11]=3)[N:2]=2)[CH:17]=[CH:18][C:19]=1[O:20][CH3:21]. Reported procedure: Prepared from compound C and 4-hydrazinobenzoic acid as described for compound 35. Purified by chromatography and crystallized from ethyl acetate. M.p. 198°-199° C. Reactants: COS(=O)(=O)OC, CC1OC(c2ccccc2)OCC1(C)[N+](=O)[O-], CCCCCC, ClCCl, CCOC(=O)c1cc2ccc3cc4ccccc4cc3c2[nH]1. The product is CCOC(=O)c1cc2ccc3cc4ccccc4cc3c2n1C. Reaction SMILES: [CH3:1][O:2][S:3]([O:4][CH3:5])(=[O:6])=[O:7].[CH3:30][CH:31]1[C:32]([CH3:33])([N+:34]([O-:35])=[O:36])[CH2:37][O:38][CH:39]([c:40]2[cH:41][cH:42][cH:43][cH:44][cH:45]2)[O:46]1.[CH3:50][CH2:51][CH2:52][CH2:53][CH2:54][CH3:55].[Cl:47][CH2:48][Cl:49].[nH:8]1[c:9]([C:25](=[O:26])[O:27][CH2:28][CH3:29])[cH:10][c:11]2[cH:12][cH:13][c:14]3[c:15]([c:16]12)[cH:17][c:18]1[cH:19][cH:20][cH:21][cH:22][c:23]1[cH:24]3>>[CH3:1][n:8]1[c:9]([C:25](=[O:26])[O:27][CH2:28][CH3:29])[cH:10][c:11]2[cH:12][cH:13][c:14]3[c:15]([c:16]12)[cH:17][c:18]1[cH:19][cH:20][cH:21][cH:22][c:23]1[cH:24]3. The reactants are ClC=1C=C(C=CC1Cl)C(CC)=O (3′,4′-dichloropropiophenone), CCCCCC (hexane), BrBr (bromine), BrBr (bromine). Reagents/catalysts: BrBr (bromine). Run in C(Cl)Cl (CH2Cl2), C(Cl)Cl (CH2Cl2). The product is BrC(C(=O)C1=CC(=C(C=C1)Cl)Cl)C (2-bromo-(3′,4′-dichlorophenyl)propan-1-one). Yield: 100.0%. As a reaction SMILES: [Cl:1][C:2]1[CH:3]=[C:4]([C:9](=[O:12])[CH2:10][CH3:11])[CH:5]=[CH:6][C:7]=1[Cl:8].[Br:13]Br.CCCCCC>C(Cl)Cl.BrBr>[Br:13][CH:10]([CH3:11])[C:9]([C:4]1[CH:5]=[CH:6][C:7]([Cl:8])=[C:2]([Cl:1])[CH:3]=1)=[O:12]. Reported procedure: To a solution of 3′,4′-dichloropropiophenone (81, 5.02 g, 0.247 mol) in CH2Cl2 (100 mL) was added ten drops of bromine. After stirring at room temperature under nitrogen for several min, the characteristic red color of bromine disappeared indicating initiation of the reaction. The remainder of the bromine (1.27 mL, 24.7 mmol) was added dropwise and the reaction solution was allowed to stir at room temperature under nitrogen atmosphere for 1.75 h. Analysis by TLC (silica, 2:1 hexane:CH2Cl2) indic... The reactants are CC(C)(C)OC(=O)NC(CN(C(=O)OC(C)(C)C)c1ncc(Br)s1)C(COC(=O)C(C)(C)C)c1ccc(C(F)(F)F)cc1, C1CCOC1, [H-]. The product is CC(C)(C)OC(=O)NC(CN(C(=O)OC(C)(C)C)c1ncc(Br)s1)C(CO)c1ccc(C(F)(F)F)cc1. Reaction SMILES: [C:1](=[O:2])([C:3]([CH3:4])([CH3:5])[CH3:6])[O:7][CH2:8][CH:9]([CH:10]([CH2:11][N:12]([C:13](=[O:14])[O:15][C:16]([CH3:17])([CH3:18])[CH3:19])[c:20]1[s:21][c:22]([Br:25])[cH:23][n:24]1)[NH:26][C:27](=[O:28])[O:29][C:30]([CH3:31])([CH3:32])[CH3:33])[c:34]1[cH:35][cH:36][c:37]([C:40]([F:41])([F:42])[F:43])[cH:38][cH:39]1.[CH2:45]1[O:46][CH2:47][CH2:48][CH2:49]1.[H-:44]>>[OH:7][CH2:8][CH:9]([CH:10]([CH2:11][N:12]([C:13](=[O:14])[O:15][C:16]([CH3:17])([CH3:18])[CH3:19])[c:20]1[s:21][c:22]([Br:25])[cH:23][n:24]1)[NH:26][C:27](=[O:28])[O:29][C:30]([CH3:31])([CH3:32])[CH3:33])[c:34]1[cH:35][cH:36][c:37]([C:40]([F:41])([F:42])[F:43])[cH:38][cH:39]1. The reactants are C([O-])([O-])=O.[Cs+].[Cs+] (cesium carbonate), ClCC=1SC(=NN1)C1CC1 (2-chloromethyl-5-cyclopropyl-1,3,4-thiadiazole), C(C)(C)(C)OC(=O)NCCCCC(C(=O)OCC)(C(=O)OCC)C=1N=CNC1 (diethyl 2-(4-tert-butoxycarbonylaminobutyl)-2-(1H-imidazol-4-yl)malonate). Solvent: CN(C)C=O (DMF). Yields the product C(C)(C)(C)OC(=O)NCCCCC(C(=O)OCC)(C(=O)OCC)C=1N=CN(C1)CC=1SC(=NN1)C1CC1 (Diethyl 2-(4-tert-butoxycarbonylaminobutyl)-2-[1-(5-cyclopropyl-[1,3,4]thiadiazol-2-ylmethyl)-1H-imidazol-4-yl]malonate). The yield is 17.9%. Reaction SMILES: C(=O)([O-])[O-].[Cs+].[Cs+].Cl[CH2:8][C:9]1[S:10][C:11]([CH:14]2[CH2:16][CH2:15]2)=[N:12][N:13]=1.[C:17]([O:21][C:22]([NH:24][CH2:25][CH2:26][CH2:27][CH2:28][C:29]([C:40]1[N:41]=[CH:42][NH:43][CH:44]=1)([C:35]([O:37][CH2:38][CH3:39])=[O:36])[C:30]([O:32][CH2:33][CH3:34])=[O:31])=[O:23])([CH3:20])([CH3:19])[CH3:18]>CN(C=O)C>[C:17]([O:21][C:22]([NH:24][CH2:25][CH2:26][CH2:27][CH2:28][C:29]([C:40]1[N:41]=[CH:42][N:43]([CH2:8][C:9]2[S:10][C:11]([CH:14]3[CH2:16][CH2:15]3)=[N:12][N:13]=2)[CH:44]=1)([C:35]([O:37][CH2:38][CH3:39])=[O:36])[C:30]([O:32][CH2:33][CH3:34])=[O:31])=[O:23])([CH3:19])([CH3:20])[CH3:18] |f:0.1.2|. Reported procedure: Together with 1.97 g (6.04 mmol) of cesium carbonate and 0.29 g (1.66 mmol) of 2-chloromethyl-5-cyclopropyl-1,3,4-thiadiazole, a solution of 0.60 g (1.51 mmol) of diethyl 2-(4-tert-butoxycarbonylaminobutyl)-2-(1H-imidazol-4-yl)malonate in 12 ml of DMF was heated at 75° C. for 2 h. The reaction mixture was concentrated under reduced pressure, and the residue was taken up in ethyl acetate and washed with water. The organic phase was dried over Na2SO4, filtered and concentrated. Chromatographic pur... Starting materials: O1CCCC=2C1=CN=C(C2)CO ((3,4-dihydro-2H-pyrano(2,3-c)pyridin-6-yl)methanol). The reagents and catalysts are [O-2].[O-2].[Mn+4] (manganese dioxide). Solvent: C(Cl)(Cl)Cl (chloroform). Conditions: time 50 minute. The product is O1CCCC=2C1=CN=C(C2)C=O (3,4-dihydro-2H-pyrano(2,3-c)pyridine-6-carbaldehyde). Isolated yield 97.2%. As a reaction SMILES: [O:1]1[C:6]2=[CH:7][N:8]=[C:9]([CH2:11][OH:12])[CH:10]=[C:5]2[CH2:4][CH2:3][CH2:2]1>C(Cl)(Cl)Cl.[O-2].[O-2].[Mn+4]>[O:1]1[C:6]2=[CH:7][N:8]=[C:9]([CH:11]=[O:12])[CH:10]=[C:5]2[CH2:4][CH2:3][CH2:2]1 |f:2.3.4|. Procedure details: To a solution of 0.25 g of (3,4-dihydro-2H-pyrano(2,3-c)pyridin-6-yl)methanol in 7.5 mL of chloroform, 0.66 g of manganese dioxide was added, and the mixture was heated under reflux while stirring for 4 hours 50 minutes. The reaction mixture was cooled to room temperature, the insoluble substance was then filtered off, and the solvent was distilled off under reduced pressure to obtain 0.24 g of 3,4-dihydro-2H-pyrano(2,3-c)pyridine-6-carbaldehyde as a light yellow oily substance. Starting materials: C(C(=O)Cl)(=O)Cl (oxalyl chloride), N1CCCC2=CC(=CC=C12)CC(=O)OCC (ethyl 1,2,3,4-tetrahydroquinolin-6-ylacetate). Run in O1CCCC1 (tetrahydrofuran), O1CCCC1 (THF). Run at time 8 hour. The product is O=C1C(N2CCCC3=CC(=CC1=C23)CC(=O)OCC)=O (Ethyl 5,6-dihydro-1,2-dioxo-4H-pyrrolo[3,2,1-ij]quinolin-8-ylacetate). RXN SMILES: [C:1](Cl)(=[O:5])[C:2](Cl)=[O:3].[NH:7]1[C:16]2[C:11](=[CH:12][C:13]([CH2:17][C:18]([O:20][CH2:21][CH3:22])=[O:19])=[CH:14][CH:15]=2)[CH2:10][CH2:9][CH2:8]1>O1CCCC1>[O:3]=[C:2]1[C:15]2=[C:16]3[C:11](=[CH:12][C:13]([CH2:17][C:18]([O:20][CH2:21][CH3:22])=[O:19])=[CH:14]2)[CH2:10][CH2:9][CH2:8][N:7]3[C:1]1=[O:5]. Reported procedure: To the refluxing mixture of oxalyl chloride (0.3 ml) in dry tetrahydrofuran (THF; 15 ml) was added ethyl 1,2,3,4-tetrahydroquinolin-6-ylacetate (500 mg) in dry THF (5 ml) dropwise. The mixture was refluxed for 4 hours after addition was completed, then cooled to room temperature and concentrated under reduced pressure. The residue was dissolved in carbon disulfide (20 ml) and added aluminum chloride (610 mg) portionwise. The mixture was refluxed for 4 hours and allowed to stand for overnight at ... Reactants: C(CCC)N1CC(CCC1)=O (1-butyl-3-piperidinone), N1(C=NC=C1)C1=CC(=C(C=C1)N)C (4-(1H-imidazol-1-yl)-2-methylbenzenamine), C(#N)[BH3-].[Na+] (sodium cyanoborohydride). Yields the product C(CCC)N1CC(CCC1)NC1=C(C=C(C=C1)N1C=NC=C1)C (1-Butyl-N-[4-(1H-imidazol-1-yl)-2-methylphenyl]-3-piperidinamine). As a reaction SMILES: [CH2:1]([N:5]1[CH2:10][CH2:9][CH2:8][C:7](=O)[CH2:6]1)[CH2:2][CH2:3][CH3:4].[N:12]1([C:17]2[CH:22]=[CH:21][C:20]([NH2:23])=[C:19]([CH3:24])[CH:18]=2)[CH:16]=[CH:15][N:14]=[CH:13]1.C([BH3-])#N.[Na+]>>[CH2:1]([N:5]1[CH2:10][CH2:9][CH2:8][CH:7]([NH:23][C:20]2[CH:21]=[CH:22][C:17]([N:12]3[CH:16]=[CH:15][N:14]=[CH:13]3)=[CH:18][C:19]=2[CH3:24])[CH2:6]1)[CH2:2][CH2:3][CH3:4] |f:2.3|. Procedure: In a manner similar to Preparation 8, react 1-butyl-3-piperidinone with 4-(1H-imidazol-1-yl)-2-methylbenzenamine and sodium cyanoborohydride to obtain the title compound.